This data is from the Open Reaction Database (ORD), a public repository of structured organic reaction records. The task is: describe an organic reaction: reactants, conditions, products, and yield Starting materials: CC1=C(C=C(C(=O)O)C=C1)[N+](=O)[O-] (4-methyl-3-nitrobenzoic acid), CN(C=O)C (N,N-dimethylformamide), S(=O)(Cl)Cl (thionyl chloride), C(CC)NCCC (N,N-di-n-propylamine). Solvent: C1(=CC=CC=C1)C (toluene), C(C)(=O)OCC (ethyl acetate). Run at temperature 20 celsius. The product is C(CC)N(C(C1=C(C=C(C=C1)C)[N+](=O)[O-])=O)CCC (N,N-dipropyl-4-methyl-2-nitrobenzamide). Reaction SMILES: [CH3:1][C:2]1[CH:10]=[CH:9][C:5]([C:6](O)=O)=[CH:4][C:3]=1[N+:11]([O-:13])=[O:12].CN(C)C=[O:17].S(Cl)(Cl)=O.[CH2:23]([NH:26][CH2:27][CH2:28][CH3:29])[CH2:24][CH3:25]>C(OCC)(=O)C.C1(C)C=CC=CC=1>[CH2:23]([N:26]([CH2:27][CH2:28][CH3:29])[C:1](=[O:17])[C:2]1[CH:10]=[CH:9][C:5]([CH3:6])=[CH:4][C:3]=1[N+:11]([O-:13])=[O:12])[CH2:24][CH3:25]. Procedure details: To a mixture of 4-methyl-3-nitrobenzoic acid (36.23 g, 0.2 mmol), N,N-dimethylformamide (5 mL), and toluene (85 mL) was added with stirring thionyl chloride (30 mL, 48.8 g, 0.41 mole). The mixture was stirred at gentle reflux for four hours, then distilled to approximately half the volume (67.77 g residual net weight) to remove excess thionyl chloride. This solution was cooled to 20° C., and 22.6 grams of it (nominally 6.67 mmol) was added to a solution of N,N-di-n-propylamine (22.0 g, 0.22 mole... Starting materials: C(C)(=O)N1C(C(C2=CC(=C(C=C12)OC)OC)=C(CC)OCC)=O (1-acetyl-3-(1-ethoxy-1-ethyl-methylidene)-5,6-dimethoxy-2-indolinone), CN(CCN(C1=CC=C(C=C1)N)C)C (N-(2-dimethylaminoethyl)-N-methyl-p-phenylenediamine). Product: CN(CCN(C)C1=CC=C(N\C(\CC)=C\2/C(NC3=CC(=C(C=C23)OC)OC)=O)C=C1)C (3-(Z)-(1-{4-[N-(2-dimethylaminoethyl)-N-methyl-amino]-anilino}-1-ethyl-methylidene)-5,6-dimethoxy-2-indolinone). As a reaction SMILES: C([N:4]1[C:12]2[C:7](=[CH:8][C:9]([O:15][CH3:16])=[C:10]([O:13][CH3:14])[CH:11]=2)[C:6](=[C:17](OCC)[CH2:18][CH3:19])[C:5]1=[O:23])(=O)C.[CH3:24][N:25]([CH3:37])[CH2:26][CH2:27][N:28]([CH3:36])[C:29]1[CH:34]=[CH:33][C:32]([NH2:35])=[CH:31][CH:30]=1>>[CH3:24][N:25]([CH3:37])[CH2:26][CH2:27][N:28]([C:29]1[CH:30]=[CH:31][C:32]([NH:35]/[C:17](=[C:6]2\[C:5](=[O:23])[NH:4][C:12]3[C:7]\2=[CH:8][C:9]([O:15][CH3:16])=[C:10]([O:13][CH3:14])[CH:11]=3)/[CH2:18][CH3:19])=[CH:33][CH:34]=1)[CH3:36]. Procedure: Prepared from 1-acetyl-3-(1-ethoxy-1-ethyl-methylidene)-5,6-dimethoxy-2-indolinone and N-(2-dimethylaminoethyl)-N-methyl-p-phenylenediamine Starting materials: C=1(O)C(O)=CC=CC1 (Catechol), ClC(C(=O)OC)C (Methyl 2-chloropropionate), [Na] (sodium). Run in CO (methanol), C[O-].[Na+] (sodium methoxide). Yields the product OC1=C(OC(C(=O)OC)C)C=CC=C1 (methyl 2-(2-hydroxyphenoxy)propionate). The yield is 15.3%. RXN SMILES: [C:1]1([C:3](=[CH:5][CH:6]=[CH:7][CH:8]=1)[OH:4])[OH:2].[Na].Cl[CH:11]([CH3:16])[C:12]([O:14][CH3:15])=[O:13]>CO.C[O-].[Na+]>[OH:2][C:1]1[CH:8]=[CH:7][CH:6]=[CH:5][C:3]=1[O:4][CH:11]([CH3:16])[C:12]([O:14][CH3:15])=[O:13] |f:4.5,^1:8|. Procedure: Catechol (55 g) was dissolved in a methanol solution of sodium methoxide prepared from metallic sodium (11.5 g). Methyl 2-chloropropionate (62 g) was added thereto and refluxed. Extraction with ether and purification on a silica gel column afforded 15 g of methyl 2-(2-hydroxyphenoxy)propionate. This product and 3,4-dichlorobenzylcyanide were dissolved in an ethanol solution of sodium ethoxide prepared from metallic sodium (7 g), and the mixture was refluxed with heat for 3 hours. Extraction with...